From a dataset of the Open Reaction Database (ORD), a public repository of structured organic reaction records. describe an organic reaction: reactants, conditions, products, and yield The reactants are [N+](=O)([O-])C1=CC(=C(C=C1)C1=CC2=C(C3(CCC(NC3CC2)=O)C)C=C1)C(F)(F)F (8-(4-nitro-2-trifluoromethylphenyl)-10b-methyl-1,2,3,4, 4a,5,6,10b-octahydrobenzo[f]quinolin-3-one), C(C)(C)(C)O (t-butanol), CC(C)([O-])C.[K+] (potassium t-butoxide), CI (Methyl iodide). Solvent: C(C)(=O)OCC (ethyl acetate). Run at time 4 hour. Product: CN1C(CC[C@@]2(C3=C(CC[C@@H]12)C=C(C=C3)C3=C(C=C(C=C3)[N+](=O)[O-])C(F)(F)F)C)=O ((+)-(4aR)-(10bR)-4-methyl-8-(4-nitro-2-trifluoromethyl -phenyl)-10b-methyl-1,2,3,4,4a,5,6,10b-octahydrobenzo[f]-quinolin-3-one). The yield is 70.0%. As a reaction SMILES: [N+:1]([C:4]1[CH:9]=[CH:8][C:7]([C:10]2[CH:25]=[CH:24][C:13]3[C:14]4([CH3:23])[CH:19]([CH2:20][CH2:21][C:12]=3[CH:11]=2)[NH:18][C:17](=[O:22])[CH2:16][CH2:15]4)=[C:6]([C:26]([F:29])([F:28])[F:27])[CH:5]=1)([O-:3])=[O:2].[C:30](O)(C)(C)C.CC(C)([O-])C.[K+].CI>C(OCC)(=O)C>[CH3:30][N:18]1[C@H:19]2[C@@:14]([CH3:23])([C:13]3[CH:24]=[CH:25][C:10]([C:7]4[CH:8]=[CH:9][C:4]([N+:1]([O-:3])=[O:2])=[CH:5][C:6]=4[C:26]([F:29])([F:27])[F:28])=[CH:11][C:12]=3[CH2:21][CH2:20]2)[CH2:15][CH2:16][C:17]1=[O:22] |f:2.3|. Reported procedure: A 15 mL round bottom flask was charged with (+)-(4aR)-10bR)-8-(4-nitro-2-trifluoromethylphenyl)-10b-methyl-1,2,3,4, 4a,5,6,10b-octahydrobenzo[f]quinolin-3-one (48 mg, 0.12 mmol), 0.3 mL of t-butanol, and potassium t-butoxide (40 mg, 0.36 mmol). Methyl iodide ! 0.022 mL, 0.36 mmol) was added and the mixture was stirred at room temperature for 4 h. The mixture was diluted with ethyl acetate, and purified by silica gel chromatography (ethyl acetate eluent) to give 35 mg (70%) of the title compound ... Starting materials: ON1C(C=2C(C1=O)=CC=CC2)=O (N-hydroxy-phthalimide), BrC1=CC=NC2=C(C=CC=C12)C(F)(F)F (4-bromo-8-trifluoromethylquinoline). The product is FC(C=1C=CC=C2C(=CC=NC12)C12C(C(=O)NC1=O)C=CC=C2)(F)F (0-(8-trifluoromethyl-4-quinolyl)-phthalimide). Reaction SMILES: O[N:2]1[C:6](=[O:7])[C:5]2=[CH:8][CH:9]=[CH:10][CH:11]=[C:4]2[C:3]1=[O:12].Br[C:14]1[C:23]2[C:18](=[C:19]([C:24]([F:27])([F:26])[F:25])[CH:20]=[CH:21][CH:22]=2)[N:17]=[CH:16][CH:15]=1>>[F:27][C:24]([F:25])([F:26])[C:19]1[CH:20]=[CH:21][CH:22]=[C:23]2[C:18]=1[N:17]=[CH:16][CH:15]=[C:14]2[C:5]12[CH:8]=[CH:9][CH:10]=[CH:11][CH:4]1[C:3]([NH:2][C:6]2=[O:7])=[O:12]. Reported procedure: N-hydroxy-phthalimide and 4-bromo-8-trifluoromethylquinoline (a known compound) were reacted to obtain 0-(8-trifluoromethyl-4-quinolyl)-phthalimide which was reacted to obtain 0-(8-trifluoromethyl-4-quinolyl)-hydroxylamine melting at 152° C. The reagents and catalysts are [Cu]I (copper(I) iodide). Run at temperature 100 celsius, time 36 hour. The reactants are BrC1=CC=CC=2C(C3=NC(=CN3CCC21)C2=CC=CC=C2)OC2CCN(CC2)C (8-Bromo-4-(1-methyl-piperidin-4-yloxy)-2-phenyl-9,10-dihydro-4H-3,10a-diaza-benzo[f]azulene), solution, CN (methylamine), CO (methanol), C([O-])([O-])=O.[Cs+].[Cs+] (cesium carbonate). Solvent: CN(C=O)C (dimethylformamide). Reported procedure: To a solution of 8-bromo-4-(1-methyl-piperidin-4-yloxy)-2-phenyl-9,10-dihydro-4H-3,10a-diaza-benzo[f]azulene (example 231) (276 mg, 0, 55 mmole) in dimethylformamide (5 mL) in a screw-capped vial are added a 3M solution of methylamine in methanol (2.8 mL, 5.5 mmoles), copper(I) iodide (100 mg, 0, 52 mmole) and cesium carbonate (250 mg, 0.77 mmole). The vial is evacuated and filled with argon. The reaction mixture is stirred at 100° C. for 36 hours. Water and ammonia are added to the reaction mix... Reaction SMILES: Br[C:2]1[C:15]2[CH2:14][CH2:13][N:12]3[C:8](=[N:9][C:10]([C:16]4[CH:21]=[CH:20][CH:19]=[CH:18][CH:17]=4)=[CH:11]3)[CH:7]([O:22][CH:23]3[CH2:28][CH2:27][N:26]([CH3:29])[CH2:25][CH2:24]3)[C:6]=2[CH:5]=[CH:4][CH:3]=1.[CH3:30][NH2:31].CO.C(=O)([O-])[O-].[Cs+].[Cs+]>CN(C)C=O.[Cu]I>[CH3:30][NH:31][C:2]1[C:15]2[CH2:14][CH2:13][N:12]3[C:8](=[N:9][C:10]([C:16]4[CH:21]=[CH:20][CH:19]=[CH:18][CH:17]=4)=[CH:11]3)[CH:7]([O:22][CH:23]3[CH2:28][CH2:27][N:26]([CH3:29])[CH2:25][CH2:24]3)[C:6]=2[CH:5]=[CH:4][CH:3]=1 |f:3.4.5|. Yields the product CNC1=CC=CC=2C(C3=NC(=CN3CCC21)C2=CC=CC=C2)OC2CCN(CC2)C (methyl-[4-(1-methylpiperidin-4-yloxy)-2-phenyl-9,10-dihydro-4H-3,10a-diaza-benzo[f]azulen-8-yl]-amine). Reactants: CC(C)([O-])C.[K+] (potassium tert.butoxide), ClC1=C(C(=CC=C1)C)N1C=2N(C=CC1)CCN2 (8-(2-chloro-6-methylphenyl)-2,3,7,8-tetrahydro-imidazo[1,2-a]pyrimidine), N=1CCN2C1NCC=C2 (2,3,7,8-tetrahydro-imidazo[1,2-a]pyrimidine). Solvent: CS(=O)C (dimethylsulfoxide). Product: N=1CCN2C1NC=CC2 (2,3,5,8-tetrahydro-imidazo[1,2-a]pyrimidine). RXN SMILES: ClC1C=CC=C(C)C=1[N:9]1[CH2:14][CH:13]=[CH:12][N:11]2[CH2:15][CH2:16][N:17]=[C:10]12.CC(C)([O-])C.[K+].N1CCN2C=CCNC=12>CS(C)=O>[N:17]1[CH2:16][CH2:15][N:11]2[CH2:12][CH:13]=[CH:14][NH:9][C:10]=12 |f:1.2|. Procedure: Six hundred twenty milligrams of 8-(2-chloro-6-methylphenyl)-2,3,7,8-tetrahydro-imidazo[1,2-a]pyrimidine were dissolved in 5 ml of dimethylsulfoxide, and 280 mg of potassium tert.butoxide were added to this solution, under stirring. The mixture was then heated to 50° to 60° C. for 48 hours. Subsequent to this time, some of the 2,3,7,8-tetrahydro-imidazo[1,2-a]pyrimidine added isomerized to form 2,3,5,8-tetrahydro-imidazo[1,2-a]pyrimidine. After the solvent was evaporated and the mixture of isome...